Dataset: the Open Reaction Database (ORD), a public repository of structured organic reaction records. Task: describe an organic reaction: reactants, conditions, products, and yield Reactants: CS(=O)(=O)Cl (methanesulphonyl chloride), C(C1=CN=CC=C1)(=S)N (Thionicotinamide), C(C1=CC=CC=C1)(C1=CC=CC=C1)OC(=O)C=1N2C(C(C2SCC1C(C=O)Br)NC(=O)OC(C)(C)C)=O (2-benzhydryloxycarbonyl-3-(1-bromo-2-oxoethyl)-7-t-butoxycarbonylamino-8-oxo-5-thia-1-azabicyclo[4.2.0]oct-2-ene), C([O-])(O)=O.[Na+] (sodium bicarbonate). Solvent: C(C)N(CC)CC (triethylamine), N1=CC=CC=C1 (pyridine), O1CCCC1 (tetrahydrofuran), C(C)(=O)OCC (ethyl acetate). Reaction conditions: temperature 50 celsius, time 80 minute. Product: C(C1=CC=CC=C1)(C1=CC=CC=C1)OC(=O)C=1N2C(C(C2SCC1C1=CN=C(S1)C=1C=NC=CC1)NC(=O)OC(C)(C)C)=O (2-benzhydryloxycarbonyl-7-t-butoxycarbonylamino-8-oxo-3-[2-(pyridin-3-yl)-thiazol-5-yl]-5-thia-1-azabicyclo[4.2.0]-oct-2-ene). Reaction SMILES: [C:1]([NH2:9])(=[S:8])[C:2]1[CH:7]=[CH:6][CH:5]=[N:4][CH:3]=1.[CH:10]([O:23][C:24]([C:26]1[N:27]2[CH:30]([S:31][CH2:32][C:33]=1[CH:34](Br)[CH:35]=O)[CH:29]([NH:38][C:39]([O:41][C:42]([CH3:45])([CH3:44])[CH3:43])=[O:40])[C:28]2=[O:46])=[O:25])([C:17]1[CH:22]=[CH:21][CH:20]=[CH:19][CH:18]=1)[C:11]1[CH:16]=[CH:15][CH:14]=[CH:13][CH:12]=1.CS(Cl)(=O)=O.C(=O)(O)[O-].[Na+]>O1CCCC1.C(OCC)(=O)C.C(N(CC)CC)C.N1C=CC=CC=1>[CH:10]([O:23][C:24]([C:26]1[N:27]2[CH:30]([S:31][CH2:32][C:33]=1[C:34]1[S:8][C:1]([C:2]3[CH:3]=[N:4][CH:5]=[CH:6][CH:7]=3)=[N:9][CH:35]=1)[CH:29]([NH:38][C:39]([O:41][C:42]([CH3:44])([CH3:43])[CH3:45])=[O:40])[C:28]2=[O:46])=[O:25])([C:11]1[CH:12]=[CH:13][CH:14]=[CH:15][CH:16]=1)[C:17]1[CH:22]=[CH:21][CH:20]=[CH:19][CH:18]=1 |f:3.4|. Procedure: Thionicotinamide (28.2 g) and pyridine (16.5 cc) are added to a solution of 2-benzhydryloxycarbonyl-3-(1-bromo-2-oxoethyl)-7-t-butoxycarbonylamino-8-oxo-5-thia-1-azabicyclo[4.2.0]oct-2-ene (mixture of the diastereoisomers) (120 g) in tetrahydrofuran (1,200 cc). The reaction mixture is stirred at 50° C. for 80 minutes. After cooling to +5° C., methanesulphonyl chloride (15.8 cc) and triethylamine (57.3 cc) are added successively in the course of 5 minutes. The reaction mixture is kept for 30 minu... The reactants are CC(C)[Si](C(C)C)(C(C)C)n1ccc(Br)c1, CC(C)(C)N, O=C1CCC(=O)N1Cl, [Li]CCCC, O=S=O, C1CCOC1. Yields the product CC(C)[Si](C(C)C)(C(C)C)n1ccc(S(=O)(=O)NC(C)(C)C)c1. Reaction SMILES: [Br:1][c:2]1[cH:3][n:4]([Si:7]([CH:8]([CH3:9])[CH3:10])([CH:11]([CH3:12])[CH3:13])[CH:14]([CH3:15])[CH3:16])[cH:5][cH:6]1.[C:33]([CH3:34])([CH3:35])([CH3:36])[NH2:37].[Cl:25][N:26]1[C:27](=[O:28])[CH2:29][CH2:30][C:31]1=[O:32].[Li:17][CH2:18][CH2:19][CH2:20][CH3:21].[O:22]=[S:23]=[O:24].[O:38]1[CH2:39][CH2:40][CH2:41][CH2:42]1>>[c:2]1([S:23](=[O:22])(=[O:24])[NH:37][C:33]([CH3:34])([CH3:35])[CH3:36])[cH:3][n:4]([Si:7]([CH:8]([CH3:9])[CH3:10])([CH:11]([CH3:12])[CH3:13])[CH:14]([CH3:15])[CH3:16])[cH:5][cH:6]1. Reactants: Cc1ccc(Br)s1, CCO, CCc1ccc(-c2ccc(B(O)O)c(F)c2)cc1, [Na+], [Na+], O=C([O-])[O-], Cc1ccccc1, c1ccc(P(c2ccccc2)(c2ccccc2)[Pd](P(c2ccccc2)(c2ccccc2)c2ccccc2)(P(c2ccccc2)(c2ccccc2)c2ccccc2)P(c2ccccc2)(c2ccccc2)c2ccccc2)cc1. The product is CCc1ccc(-c2ccc(-c3ccc(C)s3)c(F)c2)cc1. As a reaction SMILES: [Br:1][c:2]1[s:3][c:4]([CH3:7])[cH:5][cH:6]1.[CH2:32]([OH:33])[CH3:34].[CH2:8]([CH3:9])[c:10]1[cH:11][cH:12][c:13](-[c:16]2[cH:17][c:18]([F:25])[c:19]([B:22]([OH:23])[OH:24])[cH:20][cH:21]2)[cH:14][cH:15]1.[Na+:26].[Na+:27].[O-:28][C:29](=[O:30])[O-:31].[c:35]1([CH3:36])[cH:37][cH:38][cH:39][cH:40][cH:41]1.[cH:42]1[cH:43][cH:44][c:45]([P:46]([Pd:47]([P:48]([c:49]2[cH:50][cH:51][cH:52][cH:53][cH:54]2)([c:55]2[cH:56][cH:57][cH:58][cH:59][cH:60]2)[c:61]2[cH:62][cH:63][cH:64][cH:65][cH:66]2)([P:67]([c:68]2[cH:69][cH:70][cH:71][cH:72][cH:73]2)([c:74]2[cH:75][cH:76][cH:77][cH:78][cH:79]2)[c:80]2[cH:81][cH:82][cH:83][cH:84][cH:85]2)[P:86]([c:87]2[cH:88][cH:89][cH:90][cH:91][cH:92]2)([c:93]2[cH:94][cH:95][cH:96][cH:97][cH:98]2)[c:99]2[cH:100][cH:101][cH:102][cH:103][cH:104]2)([c:105]2[cH:106][cH:107][cH:108][cH:109][cH:110]2)[c:111]2[cH:112][cH:113][cH:114][cH:115][cH:116]2)[cH:117][cH:118]1>>[c:2]1(-[c:19]2[c:18]([F:25])[cH:17][c:16](-[c:13]3[cH:12][cH:11][c:10]([CH2:8][CH3:9])[cH:15][cH:14]3)[cH:21][cH:20]2)[s:3][c:4]([CH3:7])[cH:5][cH:6]1. The reactants are C(C)OC(C(CC1=C(C=C(C=C1)O)C)OCC)=O ([rac]-2-ethoxy-3-(4-hydroxy-2-methyl-phenyl)-propionic acid ethyl ester), O=P(Cl)(Cl)Cl (POCl3), C([O-])([O-])=O.[Cs+].[Cs+] (cesium carbonate), ClCC=1N=C(OC1C)C1=C(C=CC=C1)OC (4-chloromethyl-2-(2-methoxy-phenyl)-5-methyl-oxazole), COC1=C(C=O)C=CC=C1 (2-methoxy-benzaldehyde), [I-].[K+] (potassium iodide). Yields the product C(C)OC(C(CC1=C(C=C(C=C1)OCC=1N=C(OC1C)C1=C(C=CC=C1)OC)C)OCC)=O ([rac]-2-ethoxy-3-{4-[2-(2-methoxy-phenyl)-5-methyl-oxazol-4-ylmethoxy]-2-methyl-phenyl}-propionic acid ethyl ester). Reaction SMILES: [CH2:1]([O:3][C:4](=[O:18])[CH:5]([O:15][CH2:16][CH3:17])[CH2:6][C:7]1[CH:12]=[CH:11][C:10]([OH:13])=[CH:9][C:8]=1[CH3:14])[CH3:2].Cl[CH2:20][C:21]1[N:22]=[C:23]([C:27]2[CH:32]=[CH:31][CH:30]=[CH:29][C:28]=2[O:33][CH3:34])[O:24][C:25]=1[CH3:26].COC1C=CC=CC=1C=O.O=P(Cl)(Cl)Cl.C(=O)([O-])[O-].[Cs+].[Cs+].[I-].[K+]>>[CH2:1]([O:3][C:4](=[O:18])[CH:5]([O:15][CH2:16][CH3:17])[CH2:6][C:7]1[CH:12]=[CH:11][C:10]([O:13][CH2:20][C:21]2[N:22]=[C:23]([C:27]3[CH:32]=[CH:31][CH:30]=[CH:29][C:28]=3[O:33][CH3:34])[O:24][C:25]=2[CH3:26])=[CH:9][C:8]=1[CH3:14])[CH3:2] |f:4.5.6,7.8|. Reported procedure: In analogy to the procedure described in example 144 a], [rac]-2-ethoxy-3-(4-hydroxy-2-methyl-phenyl)-propionic acid ethyl ester (example 129 c]) was reacted with 4-chloromethyl-2-(2-methoxy-phenyl)-5-methyl-oxazole (prepared from 2-methoxy-benzaldehyde and diacetyl monoxyme followed by treatment with POCl3 in analogy to the procedures described in examples 21 a] and b]) in the presence of cesium carbonate and potassium iodide to yield [rac]-2-ethoxy-3-{4-[2-(2-methoxy-phenyl)-5-methyl-oxazol-4-... Reactants: NC([C@H](CC1=CC=C(C=C1)B1OC(C(O1)(C)C)(C)C)NC(=O)[C@H]1N(CCCC1)C(=O)OC(C)(C)C)=O ((S)-tert-butyl 2-((S)-1-amino-1-oxo-3-(4-(4,4,5,5-tetramethyl-1,3,2-dioxaborolan-2-yl)phenyl)propan-2-ylcarbamoyl)piperidine-1-carboxylate), BrC1=CC(=C(C=C1)CC#N)S(=O)(=O)C (2-(4-bromo-2-(methylsulfonyl)phenyl)acetonitrile), C([O-])([O-])=O.[K+].[K+] (potassium carbonate). The reagents and catalysts are [Pd].C1(=CC=CC=C1)P(CCP(C1=CC=CC=C1)C1=CC=CC=C1)C1=CC=CC=C1.C1(=CC=CC=C1)P(CCP(C1=CC=CC=C1)C1=CC=CC=C1)C1=CC=CC=C1 (bis(1,2-bis(diphenylphosphino)ethane)-palladium(0)). Solvent: O1CCOCC1 (dioxane). Reaction conditions: temperature 75 celsius. The product is NC([C@H](CC1=CC=C(C=C1)C1=CC(=C(C=C1)CC#N)S(=O)(=O)C)NC(=O)[C@H]1N(CCCC1)C(=O)OC(C)(C)C)=O ((S)-tert-Butyl 2-((S)-1-amino-3-(4′-(cyanomethyl)-3′-(methylsulfonyl)biphenyl-4-yl)-1-oxopropan-2-ylcarbamoyl)piperidine-1-carboxylate). Isolated yield 76.7%. As a reaction SMILES: [NH2:1][C:2](=[O:36])[C@@H:3]([NH:20][C:21]([C@@H:23]1[CH2:28][CH2:27][CH2:26][CH2:25][N:24]1[C:29]([O:31][C:32]([CH3:35])([CH3:34])[CH3:33])=[O:30])=[O:22])[CH2:4][C:5]1[CH:10]=[CH:9][C:8](B2OC(C)(C)C(C)(C)O2)=[CH:7][CH:6]=1.Br[C:38]1[CH:43]=[CH:42][C:41]([CH2:44][C:45]#[N:46])=[C:40]([S:47]([CH3:50])(=[O:49])=[O:48])[CH:39]=1.C(=O)([O-])[O-].[K+].[K+]>O1CCOCC1.[Pd].C1(P(C2C=CC=CC=2)CCP(C2C=CC=CC=2)C2C=CC=CC=2)C=CC=CC=1.C1(P(C2C=CC=CC=2)CCP(C2C=CC=CC=2)C2C=CC=CC=2)C=CC=CC=1>[NH2:1][C:2](=[O:36])[C@@H:3]([NH:20][C:21]([C@@H:23]1[CH2:28][CH2:27][CH2:26][CH2:25][N:24]1[C:29]([O:31][C:32]([CH3:33])([CH3:35])[CH3:34])=[O:30])=[O:22])[CH2:4][C:5]1[CH:10]=[CH:9][C:8]([C:38]2[CH:43]=[CH:42][C:41]([CH2:44][C:45]#[N:46])=[C:40]([S:47]([CH3:50])(=[O:49])=[O:48])[CH:39]=2)=[CH:7][CH:6]=1 |f:2.3.4,6.7.8|. Reported procedure: A mixture of (S)-tert-butyl 2-((S)-1-amino-1-oxo-3-(4-(4,4,5,5-tetramethyl-1,3,2-dioxaborolan-2-yl)phenyl)propan-2-ylcarbamoyl)piperidine-1-carboxylate (92 mg), 2-(4-bromo-2-(methylsulfonyl)phenyl)acetonitrile (75 mg), bis(1,2-bis(diphenylphosphino)ethane)-palladium(0) (8.29 mg, 9.17 μmol) and 2 N aqueous potassium carbonate (0.229 mL) in dioxane (3 mL) was heated at 75° C. for 14 h. The mixture was poured onto an Isolute HM-N cartridge, eluting with DCM, collecting about 100 mL of eluent. The e... The reactants are C(C)(=O)C1=C(C(N(C1C1=CC=C(C=C1)Cl)CC1=CC=C(C=C1)OC)=O)O (4-acetyl-5-(4-chlorophenyl)-3-hydroxy-1-(4-methoxybenzyl)-1H-pyrrol-2(5H)-one), O.NN (hydrazine hydrate). Yields the product ClC1=CC=C(C=C1)C1N(C(C=2NN=C(C21)C)=O)CC2=CC=C(C=C2)OC (4-(4-chlorophenyl)-5-(4-methoxybenzyl)-3-methyl-4,5-dihydropyrrolo[3,4-c]pyrazol-6(1H)-one). As a reaction SMILES: [C:1]([C:4]1[CH:8]([C:9]2[CH:14]=[CH:13][C:12]([Cl:15])=[CH:11][CH:10]=2)[N:7]([CH2:16][C:17]2[CH:22]=[CH:21][C:20]([O:23][CH3:24])=[CH:19][CH:18]=2)[C:6](=[O:25])[C:5]=1O)(=O)[CH3:2].O.[NH2:28][NH2:29]>>[Cl:15][C:12]1[CH:13]=[CH:14][C:9]([CH:8]2[C:4]3[C:1]([CH3:2])=[N:29][NH:28][C:5]=3[C:6](=[O:25])[N:7]2[CH2:16][C:17]2[CH:22]=[CH:21][C:20]([O:23][CH3:24])=[CH:19][CH:18]=2)=[CH:10][CH:11]=1 |f:1.2|. Procedure details: The title compound was prepared in analogy to the procedure described in Example 57 using 4-acetyl-5-(4-chlorophenyl)-3-hydroxy-1-(4-methoxybenzyl)-1H-pyrrol-2(5H)-one (Step 71.2) and hydrazine hydrate at 100° C. for 16 hr. tR: 4.75 min (HPLC 1); tR: 1.05 min (LC-MS 2); ESI-MS: 368 [M+H]+ (LC-MS 2); ESI-MS: 366 [M−H]− (LC-MS 2). Starting materials: C1CO1 (Ethylene Oxide), C(Cl)C1CO1.C1CO1 (Epichlorohydrin Ethylene Oxide), C1=CN(C(=O)N=C1N)CCOCCP(=O)(O)O (PEEC), ( f ), C1CO1 (Ethylene Oxide), [N-]=[N+]=[N-].[Na+] (NaN3), C1=CN(C(=O)N=C1N)CCOCCP(=O)(O)O (PEEC), [N-]=[N+]=[N-].[Na+] (NaN3), [OH-].[Na+] (NaOH). The solvent is CC(=O)N(C)C (DMA). The product is C(C1CO1)N=[N+]=[N-].C1CO1 (Glycidyl Azide Ethylene Oxide). As a reaction SMILES: [CH2:1]([CH:3]1[O:5][CH2:4]1)Cl.[CH2:6]1[O:8][CH2:7]1.C1OC1.[N-:12]=[N+:13]=[N-:14].[Na+].C1C(N)=NC(=O)N(CCOCCP(O)(O)=O)C=1.[OH-].[Na+]>CC(N(C)C)=O>[CH2:1]([N:12]=[N+:13]=[N-:14])[CH:3]1[O:5][CH2:4]1.[CH2:7]1[O:8][CH2:6]1 |f:0.1,3.4,6.7,9.10|. Procedure details: Elastomeric GEC is prepared according to the same previous procedure as in Example 1, except that commercial rubbery Epichlorohydrin-Ethylene Oxide Copolymer (PEEC) is used instead of PECH as the starting material. The copolymer contains about 70% PECH and 30% Ethylene Oxide. For this reason, a weight ratio NaN3 :PEEC of 0.55 is used in this case. Specifically, the reaction for 16 h at 100° C. of 10 g PEEC (MW~9×105) in 50 g DMA and 5 g EG with 5.5 g NaN3 and 1.5 g NaOH will yield 9.0 g (90%) of... Starting materials: CC(CCCO)(C)C1=NN=C(N1C)C1=CC=CC=C1 (4-methyl-4-(4-methyl-5-phenyl-4H-1,2,4-triazol-3-yl)-1-pentanol), CC(=O)OI1(C=2C=CC=CC2C(=O)O1)(OC(=O)C)OC(=O)C (Dess Martin reagent), [O-]S(=O)(=S)[O-].[Na+].[Na+] (Na2S2O3). Run in C(Cl)Cl (DCM), C(Cl)Cl (DCM). Conditions: time 2 hour. Product: CC(CCC=O)(C)C1=NN=C(N1C)C1=CC=CC=C1 (4-methyl-4-(4-methyl-5-phenyl-4H-1,2,4-triazol-3-yl)pentanal). Isolated yield 106.9%. RXN SMILES: [CH3:1][C:2]([C:8]1[N:12]([CH3:13])[C:11]([C:14]2[CH:19]=[CH:18][CH:17]=[CH:16][CH:15]=2)=[N:10][N:9]=1)([CH3:7])[CH2:3][CH2:4][CH2:5][OH:6].CC(OI1(OC(C)=O)(OC(C)=O)OC(=O)C2C=CC=CC1=2)=O.[O-]S([O-])(=S)=O.[Na+].[Na+]>C(Cl)Cl>[CH3:7][C:2]([C:8]1[N:12]([CH3:13])[C:11]([C:14]2[CH:19]=[CH:18][CH:17]=[CH:16][CH:15]=2)=[N:10][N:9]=1)([CH3:1])[CH2:3][CH2:4][CH:5]=[O:6] |f:2.3.4|. Procedure details: To a solution of 4-methyl-4-(4-methyl-5-phenyl-4H-1,2,4-triazol-3-yl)-1-pentanol (11 mg, 0.04 mmol) in DCM (0.5 ml) was added Dess Martin reagent (22 mg). The solution was stirred at r.t. for 2 h, then Na2S2O3 (68 mg) was added and the mixture stirred for 30 minutes more. The mixture was diluted in DCM and washed with water. The organic phase was recovered and dried over Na2SO4. After filtration, volatiles were evaporated in vacuo to give 11 mg of the title compound as pale yellow oil, which was...